From a dataset of the Open Reaction Database (ORD), a public repository of structured organic reaction records. describe an organic reaction: reactants, conditions, products, and yield Starting materials: CCOC(=O)C(C)(C)Oc1ccc(CCN(Cc2ccc(C(F)(F)F)cc2)c2ccc(Br)cn2)cc1, CCCCCC, ClCCl, [Na+], [OH-]. The product is CC(C)(Oc1ccc(CCN(Cc2ccc(C(F)(F)F)cc2)c2ccc(Br)cn2)cc1)C(=O)O. Reaction SMILES: [Br:1][c:2]1[cH:3][cH:4][c:5]([N:8]([CH2:9][CH2:10][c:11]2[cH:12][cH:13][c:14]([O:15][C:16]([C:17](=[O:18])[O:19][CH2:20][CH3:21])([CH3:22])[CH3:23])[cH:24][cH:25]2)[CH2:26][c:27]2[cH:28][cH:29][c:30]([C:33]([F:34])([F:35])[F:36])[cH:31][cH:32]2)[n:6][cH:7]1.[CH3:39][CH2:40][CH2:41][CH2:42][CH2:43][CH3:44].[Cl:45][CH2:46][Cl:47].[Na+:38].[OH-:37]>>[Br:1][c:2]1[cH:3][cH:4][c:5]([N:8]([CH2:9][CH2:10][c:11]2[cH:12][cH:13][c:14]([O:15][C:16]([C:17](=[O:18])[OH:19])([CH3:22])[CH3:23])[cH:24][cH:25]2)[CH2:26][c:27]2[cH:28][cH:29][c:30]([C:33]([F:34])([F:35])[F:36])[cH:31][cH:32]2)[n:6][cH:7]1.